Dataset: the Open Reaction Database (ORD), a public repository of structured organic reaction records. Task: describe an organic reaction: reactants, conditions, products, and yield The reactants are C(C)OC(CSC1=CN=C(S1)NC(=O)N(CC1CCCC1)C1=CC(=C(C=C1)F)OC)=O ({2-[3-(4-fluoro-3-methoxy-phenyl)-3-cyclopentylmethyl-ureido]-thiazol-5-ylsulfanyl}-acetic acid ethyl ester), C(C)OC(CSC1=CN=C(S1)N)=O ((2-amino-thiazol-5-ylsulfanyl)acetic acid ethyl ester), C1(CCCC1)CN(C(NC=1SC=C(N1)CC(=O)O)=O)C1=CC=C(C=C1)S(=O)(=O)C ({2-[3-cyclopentylmethyl-3-(4-methanesulfonyl-phenyl)-ureido]-thiazol-4-yl}-acetic acid), C1(CCCC1)CNC1=CC(=C(C=C1)F)OC (cyclopentylmethyl-(4-fluoro-3-methoxy-phenyl)-amine). Product: C1(CCCC1)N(C(N(C=1SC(=CN1)SCC(=O)O)C)=O)C1=CC(=C(C=C1)F)OC ({2-[3-Cyclopentyl methyl-3-(4-fluoro-3-methoxy-phenyl)-ureido]-thiazol-5-ylsulfanyl}-acetic acid). RXN SMILES: C([O:3][C:4](=[O:31])[CH2:5][S:6][C:7]1[S:11][C:10]([NH:12][C:13]([N:15]([C:22]2[CH:27]=[CH:26][C:25]([F:28])=[C:24]([O:29][CH3:30])[CH:23]=2)CC2CCCC2)=[O:14])=[N:9][CH:8]=1)C.[CH:32]1(CN(C2C=CC(S(C)(=O)=O)=CC=2)C(=O)NC2SC=C(CC(O)=O)N=2)[CH2:36][CH2:35][CH2:34][CH2:33]1.[CH:61]1(CNC2C=CC(F)=C(OC)C=2)CCCC1.C(OC(=O)CSC1SC(N)=NC=1)C>>[CH:32]1([N:15]([C:22]2[CH:27]=[CH:26][C:25]([F:28])=[C:24]([O:29][CH3:30])[CH:23]=2)[C:13](=[O:14])[N:12]([CH3:61])[C:10]2[S:11][C:7]([S:6][CH2:5][C:4]([OH:3])=[O:31])=[CH:8][N:9]=2)[CH2:36][CH2:35][CH2:34][CH2:33]1. Procedure details: The title compound was prepared via {2-[3-(4-fluoro-3-methoxy-phenyl)-3-cyclopentylmethyl-ureido]-thiazol-5-ylsulfanyl}-acetic acid ethyl ester in a similar manner as described for the synthesis of {2-[3-cyclopentylmethyl-3-(4-methanesulfonyl-phenyl)-ureido]-thiazol-4-yl}-acetic acid, using cyclopentylmethyl-(4-fluoro-3-methoxy-phenyl)-amine and (2-amino-thiazol-5-ylsulfanyl)acetic acid ethyl ester. Reactants: CC1=CC(=C(C2=C1C(=O)OC=3C(=C(C=C(C3O2)C(=O)O)OC)C)C=O)O (Psoromic acid), C(C)(=O)O (acetic acid). Run in N1=CC=CC=C1 (pyridine). Reaction conditions: time 14 hour. The product is C(C)(=O)C=1C=C(C2=C(OC3=C(OC2=O)C(=C(C=C3C(=O)O)OC)C)C1C=O)C (3-Acetyl-4-formyl-8-methoxy-1,9-dimethyl-11-oxo-11H-dibenzo[b,e][1,4]dioxepine-6-carboxylic acid). As a reaction SMILES: [CH3:1][C:2]1[C:7]2[C:8]([O:10][C:11]3[C:12]([CH3:23])=[C:13]([O:21][CH3:22])[CH:14]=[C:15]([C:18]([OH:20])=[O:19])[C:16]=3[O:17][C:6]=2[C:5]([CH:24]=[O:25])=[C:4](O)[CH:3]=1)=[O:9].[C:27](O)(=[O:29])[CH3:28]>N1C=CC=CC=1>[C:27]([C:4]1[CH:3]=[C:2]([CH3:1])[C:7]2[C:8](=[O:9])[O:10][C:11]3[C:12]([CH3:23])=[C:13]([O:21][CH3:22])[CH:14]=[C:15]([C:18]([OH:20])=[O:19])[C:16]=3[O:17][C:6]=2[C:5]=1[CH:24]=[O:25])(=[O:29])[CH3:28]. Reported procedure: Psoromic acid (1 mmol) was dissolved in pyridine (2 ml) and glacial acetic acid (1 ml). The reaction was stirred for 14 hours at room temperature. Most of the solvent was removed by rotatory evaporation. The residue was taken up in methylene chloride, washed with water and saturated brine, dried with anhydrous MgSO4, evaporated by a rotatory evaporator and purified by column chromatography. The reactants are C(=O)(O)C=1NC(=C(C1C)CCC(=O)OC)C (2-Carboxy-3,5-dimethyl-4-(2-methoxycarbonylethyl)pyrrole), C(C)(=O)[O-].[Na+] (sodium acetate). Run in O (water). Conditions: temperature 100 celsius. Yields the product CC=1NC=C(C1CCC(=O)OC)C (2,4-dimethyl-3-(2-methoxycarbonylethyl)pyrrole). Isolated yield 38.2%. RXN SMILES: C([C:4]1[NH:5][C:6]([CH3:16])=[C:7]([CH2:10][CH2:11][C:12]([O:14][CH3:15])=[O:13])[C:8]=1[CH3:9])(O)=O.C([O-])(=O)C.[Na+]>O>[CH3:16][C:6]1[NH:5][CH:4]=[C:8]([CH3:9])[C:7]=1[CH2:10][CH2:11][C:12]([O:14][CH3:15])=[O:13] |f:1.2|. Procedure: 2-Carboxy-3,5-dimethyl-4-(2-methoxycarbonylethyl)pyrrole (1.3 g) was ground with 0.5 g of anhydrous sodium acetate and then heated at 100° C. for 3 days. The mixture was dissolved in water, extract with ethyl acetate and chromatographed on a column of silica gel in ethyl acetate:hexane 1:3 to give 0.4 g (38% yield) of 2,4-dimethyl-3-(2-methoxycarbonylethyl)pyrrole as a thick pale yellow oil. Reactants: NC=1C=NC=CC1N1C[C@H](CCC1)NC(OC(C)(C)C)=O ((S)-tert-butyl 1-(3-aminopyridin-4-yl)piperidin-3-ylcarbamate), BrC1=CC=C(C(=N1)C(=O)O)F (6-bromo-3-fluoropicolinic acid). Yields the product BrC1=CC=C(C(=N1)C(=O)NC=1C=NC=CC1N1C[C@H](CCC1)NC(OC(C)(C)C)=O)F ((S)-tert-butyl 1-(3-(6-bromo-3-fluoropicolinamido)pyridin-4-yl)piperidin-3-ylcarbamate). Reaction SMILES: [NH2:1][C:2]1[CH:3]=[N:4][CH:5]=[CH:6][C:7]=1[N:8]1[CH2:13][CH2:12][CH2:11][C@H:10]([NH:14][C:15](=[O:21])[O:16][C:17]([CH3:20])([CH3:19])[CH3:18])[CH2:9]1.[Br:22][C:23]1[N:28]=[C:27]([C:29](O)=[O:30])[C:26]([F:32])=[CH:25][CH:24]=1>>[Br:22][C:23]1[N:28]=[C:27]([C:29]([NH:1][C:2]2[CH:3]=[N:4][CH:5]=[CH:6][C:7]=2[N:8]2[CH2:13][CH2:12][CH2:11][C@H:10]([NH:14][C:15](=[O:21])[O:16][C:17]([CH3:18])([CH3:20])[CH3:19])[CH2:9]2)=[O:30])[C:26]([F:32])=[CH:25][CH:24]=1. Reported procedure: Following Method 11 (Example 305), (S)-tert-butyl 1-(3-aminopyridin-4-yl)piperidin-3-ylcarbamate was coupled to 6-bromo-3-fluoropicolinic acid yielding (S)-tert-butyl 1-(3-(6-bromo-3-fluoropicolinamido)pyridin-4-yl)piperidin-3-ylcarbamate which was used directly as is. LCMS (m/z): 496.2 (MH+); LC Rt=2.71 min. The reactants are O=C([O-])[O-], CCn1c(=O)c2[nH]c(C=Cc3ccc(OC)c(OC)c3)nc2n(CC)c1=O, CI, CN(C)C=O, [K+], [K+]. Product: CCn1c(=O)c2c(nc(C=Cc3ccc(OC)c(OC)c3)n2C)n(CC)c1=O. As a reaction SMILES: [C:28](=[O:29])([O-:30])[O-:31].[CH3:1][O:2][c:3]1[cH:4][c:5]([CH:6]=[CH:7][c:8]2[n:9][c:10]3[n:11]([CH2:21][CH3:22])[c:12](=[O:20])[n:13]([CH2:18][CH3:19])[c:14](=[O:17])[c:15]3[nH:16]2)[cH:23][cH:24][c:25]1[O:26][CH3:27].[CH3:34][I:35].[CH3:36][N:37]([CH3:38])[CH:39]=[O:40].[K+:32].[K+:33]>>[CH3:1][O:2][c:3]1[cH:4][c:5]([CH:6]=[CH:7][c:8]2[n:9][c:10]3[n:11]([CH2:21][CH3:22])[c:12](=[O:20])[n:13]([CH2:18][CH3:19])[c:14](=[O:17])[c:15]3[n:16]2[CH3:28])[cH:23][cH:24][c:25]1[O:26][CH3:27]. Reactants: BrC1=CC=C(C=N1)C(=O)N1CCN(CC1)C1=NC=C(C=C1C)C ((6-bromopyridin-3-yl)[4-(3,5-dimethylpyridin-2-yl)piperazin-1-yl]methanone), C(C)(C)C1C(N(C(N1)=O)C)=O (5-isopropyl-3-methylimidazolidine-2,4-dione). Yield: 55.0%. The product is CC=1C(=NC=C(C1)C)N1CCN(CC1)C(=O)C=1C=CC(=NC1)N1C(N(C(C1C(C)C)=O)C)=O (1-{5-[4-(3,5-dimethylpyridin-2-yl)piperazine-1-carbonyl]pyridin-2-yl}-5-isopropyl-3-methylimidazolidine-2,4-dione). Procedure: Using (6-bromopyridin-3-yl)[4-(3,5-dimethylpyridin-2-yl)piperazin-1-yl]methanone (150 mg) described in Preparation Example 127 and 5-isopropyl-3-methylimidazolidine-2,4-dione (69 mg) described in Preparation Example 216 and by the reaction and treatment in the same manner as in Example 536, the title compound (99 mg) was obtained. As a reaction SMILES: Br[C:2]1[N:7]=[CH:6][C:5]([C:8]([N:10]2[CH2:15][CH2:14][N:13]([C:16]3[C:21]([CH3:22])=[CH:20][C:19]([CH3:23])=[CH:18][N:17]=3)[CH2:12][CH2:11]2)=[O:9])=[CH:4][CH:3]=1.[CH:24]([CH:27]1[NH:31][C:30](=[O:32])[N:29]([CH3:33])[C:28]1=[O:34])([CH3:26])[CH3:25]>>[CH3:22][C:21]1[C:16]([N:13]2[CH2:14][CH2:15][N:10]([C:8]([C:5]3[CH:4]=[CH:3][C:2]([N:31]4[CH:27]([CH:24]([CH3:25])[CH3:26])[C:28](=[O:34])[N:29]([CH3:33])[C:30]4=[O:32])=[N:7][CH:6]=3)=[O:9])[CH2:11][CH2:12]2)=[N:17][CH:18]=[C:19]([CH3:23])[CH:20]=1. The reactants are FC(C(=O)O)(F)F (trifluoroacetic acid), C(C)(C)(C)OC(=O)N1CC2=CC=CC(=C2CC1)OC1=NC=C(C=C1)C(N)=O (5-(5-carbamoyl-pyridin-2-yloxy)-3,4-dihydro-1H-isoquinoline-2-carboxylic acid tert-butyl ester). Solvent: ClCCl (dichloromethane), ClCCl (dichloromethane). Run at time 18 hour. Product: C1NCCC2=C(C=CC=C12)OC1=NC=C(C(=O)N)C=C1 (6-(1,2,3,4-tetrahydro-isoquinolin-5-yloxy)-nicotinamide). Isolated yield 98.2%. As a reaction SMILES: FC(F)(F)C(O)=O.C(OC([N:15]1[CH2:24][CH2:23][C:22]2[C:17](=[CH:18][CH:19]=[CH:20][C:21]=2[O:25][C:26]2[CH:31]=[CH:30][C:29]([C:32](=[O:34])[NH2:33])=[CH:28][N:27]=2)[CH2:16]1)=O)(C)(C)C>ClCCl>[CH2:16]1[C:17]2[C:22](=[C:21]([O:25][C:26]3[CH:31]=[CH:30][C:29]([C:32]([NH2:33])=[O:34])=[CH:28][N:27]=3)[CH:20]=[CH:19][CH:18]=2)[CH2:23][CH2:24][NH:15]1. Reported procedure: Add drop wise via an addition funnel a solution of trifluoroacetic acid (5.7 mL) in dichloromethane (25 mL) to a stirred solution of 5-(5-carbamoyl-pyridin-2-yloxy)-3,4-dihydro-1H-isoquinoline-2-carboxylic acid tert-butyl ester (2.1 g, 5.7 mmol) in dichloromethane (75 mL) at 0° C. Warm to room temperature and stir for 18 hours. Evaporate on a rotary evaporator, dissolve the residue in methanol (50 mL) and dichloromethane (50 mL), and then add MP-carbonate resin (7.9 g @ 2.87 eq/g). Agitate for 2... Reactants: N(=[N+]=[N-])[C@H]1[C@H](SC)O[C@@H]([C@H]([C@@H]1OCC1=CC=C(C=C1)OC)OC(=O)C=1C(=CC=CC1)C1=CC=CC=C1)CO[Si](C1=CC=CC=C1)(C1=CC=CC=C1)C(C)(C)C (methyl 2-azido-6-O-tert-butyldiphenylsilyl-4-O-biphenylcarbonyl-2-deoxy-3-O-(4-methoxybenzyl)-1-thio-β-D-glucopyranoside), C1OC=2C=C(CO)C=CC2O1 (3,4-methylenedioxybenzyl alcohol), 4A, COS(=O)(=O)C(F)(F)F (methyltriflate), TEA. Solvent: ClCCCl (1,2-dichloroethane). Reaction conditions: time 8 hour. Product: N(=[N+]=[N-])[C@H]1C(OCC2=CC3=C(C=C2)OCO3)O[C@@H]([C@H]([C@@H]1OCC1=CC=C(C=C1)OC)OC(=O)C=1C(=CC=CC1)C1=CC=CC=C1)CO[Si](C1=CC=CC=C1)(C1=CC=CC=C1)C(C)(C)C (3,4-Methylenedioxybenzyl 2-azido-4-O-biphenylcarbonyl-6-O-tert-butyldiphenylsilyl-2-deoxy-3-O-(4-methoxybenzyl)-α,β-D-glucopyranoside). Yield: 75.8%. Reaction SMILES: [N:1]([C@@H:4]1[C@@H:11]([O:12][CH2:13][C:14]2[CH:19]=[CH:18][C:17]([O:20][CH3:21])=[CH:16][CH:15]=2)[C@H:10]([O:22][C:23]([C:25]2[C:26]([C:31]3[CH:36]=[CH:35][CH:34]=[CH:33][CH:32]=3)=[CH:27][CH:28]=[CH:29][CH:30]=2)=[O:24])[C@@H:9]([CH2:37][O:38][Si:39]([C:52]([CH3:55])([CH3:54])[CH3:53])([C:46]2[CH:51]=[CH:50][CH:49]=[CH:48][CH:47]=2)[C:40]2[CH:45]=[CH:44][CH:43]=[CH:42][CH:41]=2)[O:8][C@H:5]1SC)=[N+:2]=[N-:3].[CH2:56]1[O:66][C:65]2[CH:64]=[CH:63][C:60]([CH2:61][OH:62])=[CH:59][C:58]=2[O:57]1.COS(C(F)(F)F)(=O)=O>ClCCCl>[N:1]([C@@H:4]1[C@@H:11]([O:12][CH2:13][C:14]2[CH:19]=[CH:18][C:17]([O:20][CH3:21])=[CH:16][CH:15]=2)[C@H:10]([O:22][C:23]([C:25]2[C:26]([C:31]3[CH:36]=[CH:35][CH:34]=[CH:33][CH:32]=3)=[CH:27][CH:28]=[CH:29][CH:30]=2)=[O:24])[C@@H:9]([CH2:37][O:38][Si:39]([C:52]([CH3:55])([CH3:54])[CH3:53])([C:46]2[CH:47]=[CH:48][CH:49]=[CH:50][CH:51]=2)[C:40]2[CH:41]=[CH:42][CH:43]=[CH:44][CH:45]=2)[O:8][CH:5]1[O:62][CH2:61][C:60]1[CH:63]=[CH:64][C:65]2[O:66][CH2:56][O:57][C:58]=2[CH:59]=1)=[N+:2]=[N-:3]. Procedure details: A mixture of methyl 2-azido-4-O-biphenylcarbonyl-6-O-tert-butyldiphenylsilyl-2-deoxy-3-O-(4-methoxybenzyl)-1-thio-β-D-glucopyranoside (11) (200 mg, 0.26 mmol), 3,4-methylenedioxybenzyl alcohol 59 mg, 0.39 mmol), molecular sieves 4A (1 g) and methyltriflate (106 mg, 0.65 mmol) in 1,2-dichloroethane (10 mL) was stirred at room temperature overnight. The reaction mixture was neutralized with TEA (0.5 mL) and evaporated. The residue was purified by chromatography using EtOAc—hexane 15:85 as the mobi... Starting materials: CN1C(=O)c2cccnc2N(CCOC2CCCCO2)c2ccccc21, CN1C(=O)c2cccnc2Nc2ccccc21, CCO, ClCCOC1CCCCO1, Cl. Yields the product CN1C(=O)c2cccnc2N(CCO)c2ccccc21. RXN SMILES: [CH3:18][N:19]1[C:20](=[O:43])[c:21]2[c:22]([n:39][cH:40][cH:41][cH:42]2)[N:23]([CH2:30][CH2:31][O:32][CH:33]2[CH2:34][CH2:35][CH2:36][CH2:37][O:38]2)[c:24]2[c:25]1[cH:26][cH:27][cH:28][cH:29]2.[CH3:1][N:2]1[c:3]2[cH:4][cH:5][cH:6][cH:7][c:8]2[NH:9][c:10]2[n:11][cH:12][cH:13][cH:14][c:15]2[C:16]1=[O:17].[CH3:54][CH2:55][OH:56].[Cl:44][CH2:45][CH2:46][O:47][CH:48]1[CH2:49][CH2:50][CH2:51][CH2:52][O:53]1.[ClH:57]>>[CH3:18][N:19]1[C:20](=[O:43])[c:21]2[c:22]([n:39][cH:40][cH:41][cH:42]2)[N:23]([CH2:30][CH2:31][OH:32])[c:24]2[c:25]1[cH:26][cH:27][cH:28][cH:29]2. Starting materials: COC1=CC=C(COC2=CC=C(C=C2)C(CC(=O)OCC2=CC=C(C=C2)OC)C[N+](=O)[O-])C=C1 (4-Methoxybenzyl 3-(4-(4-methoxybenzyloxy)phenyl)-4-nitrobutanoate), C(=C)Br (vinyl bromide), C1(=CC=C(C=C1)N=C=O)N=C=O (1,4-phenylene diisocyanate). The solvent is C(C)N(CC)CC (Triethylamine). Reaction conditions: temperature 80 celsius, time 8 hour. The product is COC1=CC=C(COC2=CC=C(C=C2)C(CC(=O)OCC2=CC=C(C=C2)OC)C2=NOC=C2)C=C1 (4-Methoxybenzyl 3-(4-(4-methoxybenzyloxy)phenyl)-3-(isoxazol-3-yl)propanoate). RXN SMILES: [CH3:1][O:2][C:3]1[CH:34]=[CH:33][C:6]([CH2:7][O:8][C:9]2[CH:14]=[CH:13][C:12]([CH:15]([CH2:29][N+:30]([O-:32])=O)[CH2:16][C:17]([O:19][CH2:20][C:21]3[CH:26]=[CH:25][C:24]([O:27][CH3:28])=[CH:23][CH:22]=3)=[O:18])=[CH:11][CH:10]=2)=[CH:5][CH:4]=1.[CH:35](Br)=[CH2:36].C1(N=C=O)C=CC(N=C=O)=CC=1>C(N(CC)CC)C>[CH3:1][O:2][C:3]1[CH:34]=[CH:33][C:6]([CH2:7][O:8][C:9]2[CH:10]=[CH:11][C:12]([CH:15]([C:29]3[CH:36]=[CH:35][O:32][N:30]=3)[CH2:16][C:17]([O:19][CH2:20][C:21]3[CH:26]=[CH:25][C:24]([O:27][CH3:28])=[CH:23][CH:22]=3)=[O:18])=[CH:13][CH:14]=2)=[CH:5][CH:4]=1. Procedure details: Triethylamine (1 mL) was added to a mixture of 76.3 (1.89 g, 4.1 mmol), vinyl bromide (32.5 mL, 1.0 M solution in THF) and 1,4-phenylene diisocyanate (2.3 g, 14.35 mmol). The mixture was stirred at 80° C. for 8 hours. After cooling, the solid was removed from the mixture by filtration, and the filtrate was concentrated and purified by flash chromatography to give 76.4 (3 g). MS ESI (pos.) m/e: 474 (M+H). 1HNMR (CDCl3) δ 8.28 (d, 1H), 7.37 (d, 2H), 7.18 (m, 4H), 6.92 (m, 6H), 6.07 (d, 1H), 5.02 (...